Dataset: the Open Reaction Database (ORD), a public repository of structured organic reaction records. Task: describe an organic reaction: reactants, conditions, products, and yield Reactants: BrC=1C=CC(=C(C1)C=1C=NC=CC1)F (3-(5-bromo-2-fluorophenyl)pyridine), C(C)(=O)OO (peracetic acid), OO (Hydrogen peroxide). Solvent: C(C)(=O)O (acetic acid), O1CCCC1 (tetrahydrofuran). Conditions: time 1 hour. Yields the product BrC=1C=CC(=C(C1)C=1C=[N+](C=CC1)[O-])F (3-(5-bromo-2-fluorophenyl)pyridine-1-oxide). Isolated yield 75.0%. As a reaction SMILES: [Br:1][C:2]1[CH:3]=[CH:4][C:5]([F:14])=[C:6]([C:8]2[CH:9]=[N:10][CH:11]=[CH:12][CH:13]=2)[CH:7]=1.C(OO)(=[O:17])C.OO>C(O)(=O)C.O1CCCC1>[Br:1][C:2]1[CH:3]=[CH:4][C:5]([F:14])=[C:6]([C:8]2[CH:9]=[N+:10]([O-:17])[CH:11]=[CH:12][CH:13]=2)[CH:7]=1. Procedure details: A mixture of 3-(5-bromo-2-fluorophenyl)pyridine (2.52 g, 10.0 mmol) and peracetic acid (3.37 ml of a 36-40 wt % solution in acetic acid) in tetrahydrofuran (40 ml) was stirred at ambient temperature for 1 h and then heated at 50° C. for 2 h. Hydrogen peroxide (35 wt % solution in water, 1 ml) was added and the mixture heated at 50° C. for a further hour. The solvent was removed in vacuo and the residue diluted with water and layered with ethyl acetate. Solid sodium hydrogencarbonate was added to...